From a dataset of the Open Reaction Database (ORD), a public repository of structured organic reaction records. describe an organic reaction: reactants, conditions, products, and yield Reactants: N1=CC=CC=C1 (pyridine), C1(=CC=CC=C1)N=C=O (phenyl isocyanate), NC=1SC(=C(C1C(=O)OCC)C)C1=CC=C(C=C1)[N+](=O)[O-] (ethyl 2-amino-4-methyl-5-(4-nitrophenyl)thiophene-3-carboxylate). The solvent is C1(=CC=CC=C1)C (Toluene). Reaction conditions: temperature 97.5 celsius, time 4 hour. Product: CC=1C(=C(SC1C1=CC=C(C=C1)[N+](=O)[O-])NC(=O)NC1=CC=CC=C1)C(=O)OCC (ethyl 4-methyl-5-(4-nitrophenyl)-2-(3-phenylureido)thiophene-3-carboxylate). Yield: 93.4%. As a reaction SMILES: N1C=CC=CC=1.[C:7]1([N:13]=[C:14]=[O:15])[CH:12]=[CH:11][CH:10]=[CH:9][CH:8]=1.[NH2:16][C:17]1[S:18][C:19]([C:28]2[CH:33]=[CH:32][C:31]([N+:34]([O-:36])=[O:35])=[CH:30][CH:29]=2)=[C:20]([CH3:27])[C:21]=1[C:22]([O:24][CH2:25][CH3:26])=[O:23]>C1(C)C=CC=CC=1>[CH3:27][C:20]1[C:21]([C:22]([O:24][CH2:25][CH3:26])=[O:23])=[C:17]([NH:16][C:14]([NH:13][C:7]2[CH:12]=[CH:11][CH:10]=[CH:9][CH:8]=2)=[O:15])[S:18][C:19]=1[C:28]1[CH:29]=[CH:30][C:31]([N+:34]([O-:36])=[O:35])=[CH:32][CH:33]=1. Procedure: Toluene (500 ml), pyridine (12.27 g, 155.06 mmol) and phenyl isocyanate (14.58 g, 122.41 mmol) were added to ethyl 2-amino-4-methyl-5-(4-nitrophenyl)thiophene-3-carboxylate (25.00 g, 81.61 mmol), and the mixture was stirred at 95-100° C. for 4 hours. It was confirmed that starting materials were almost disappeared. After the reaction solution was stirred for 2 hours under ice-cooling, the crystals were isolated with a centrifuging machine and washed with cold toluene (150 ml). The crystals were ... Reactants: C(C)(C)(C)OC(=O)C1=C2SC=3C(=CC=C(C3N(C2=CC=C1)C)CN)CC(=O)O ((6-tert-butoxycarbonyl-aminomethyl-10-methyl-phenothiazin-4-yl)-acetic acid), C(C1=CC=CC=C1)O (benzyl alcohol), C(O)([O-])=O.[Na+] (sodium hydrogen carbonate), N,N-dimethylaminopyridine, N,N-dicyclohexylcarbodiimide. The solvent is C(Cl)Cl (methylene chloride), C(Cl)Cl (methylene chloride). Run at time 15 minute. Yields the product C(C)(C)(C)OC(=O)C1=C2SC=3C(=CC=C(C3N(C2=CC=C1)C)CN)CC(=O)OCC1=CC=CC=C1 (benzyl (6-tert.-butoxycarbonyl-aminomethyl-10-methyl-phenothiazin-4-yl)-acetate). Yield: 74.4%. As a reaction SMILES: [C:1]([O:5][C:6]([C:8]1[CH:21]=[CH:20][CH:19]=[C:18]2[C:9]=1[S:10][C:11]1[C:12]([CH2:25][C:26]([OH:28])=[O:27])=[CH:13][CH:14]=[C:15]([CH2:23][NH2:24])[C:16]=1[N:17]2[CH3:22])=[O:7])([CH3:4])([CH3:3])[CH3:2].[CH2:29](O)[C:30]1[CH:35]=[CH:34][CH:33]=[CH:32][CH:31]=1.C(=O)([O-])O.[Na+]>C(Cl)Cl>[C:1]([O:5][C:6]([C:8]1[CH:21]=[CH:20][CH:19]=[C:18]2[C:9]=1[S:10][C:11]1[C:12]([CH2:25][C:26]([O:28][CH2:29][C:30]3[CH:35]=[CH:34][CH:33]=[CH:32][CH:31]=3)=[O:27])=[CH:13][CH:14]=[C:15]([CH2:23][NH2:24])[C:16]=1[N:17]2[CH3:22])=[O:7])([CH3:4])([CH3:2])[CH3:3] |f:2.3|. Procedure: 20 mg of N,N-dimethylaminopyridine and a solution of 455 mg (2.2 mmol) of N,N-dicyclohexylcarbodiimide in 5 ml of methylene chloride were added while cooling with ice to a solution of 801 mg (2.0 mmol) of (6-tert-butoxycarbonyl-aminomethyl-10-methyl-phenothiazin-4-yl)-acetic acid and 324.5 mg (3.0 mmol) of benzyl alcohol in methylene chloride. The reaction mixture was stirred at 0° for 15 minutes, brought slowly to room temperature, stirred for 2 hours and then poured into ice and saturated sodi... Starting materials: N1C(=NC=2C=NC=CC21)S (1H-imidazo[4,5-c]pyridine-2-thiol), C([O-])([O-])=O.[K+].[K+] (potassium carbonate), CI (MeI). The solvent is CC(=O)C (acetone). Reaction conditions: time 3 hour. The product is CSC=1NC2=C(C=NC=C2)N1 (2-(methylsulfanyl)-1H-imidazo[4,5-c]pyridine). The yield is 93.1%. RXN SMILES: [NH:1]1[C:9]2[CH:8]=[CH:7][N:6]=[CH:5][C:4]=2[N:3]=[C:2]1[SH:10].[C:11](=O)([O-])[O-].[K+].[K+].CI>CC(C)=O>[CH3:11][S:10][C:2]1[NH:1][C:9]2[CH:8]=[CH:7][N:6]=[CH:5][C:4]=2[N:3]=1 |f:1.2.3|. Procedure: To a solution of 1H-imidazo[4,5-c]pyridine-2-thiol (4 g) in acetone (50 mL) were added potassium carbonate (11 g) and MeI (1.8 mL). After stirring for 3 h, the mixture was filtered. The filtrate was concentrated under reduced pressure. The residue was purified by column chromatography (silica gel, eluted with 10%-70% EtOAc in hexane) to give 2-(methylsulfanyl)-1H-imidazo[4,5-c]pyridine (4.07 g) as a yellow solid. The reactants are ClC1=C(C=NC2=C(C(=CC=C12)OC)OCCCCC)NC(=O)OCC (Ethyl 4-chloro-7-methoxy-8-pentyloxyquinoline-3-carbamate), [OH-].[Na+] (sodium hydroxide). The solvent is C(C)O (ethanol). Product: ClC1=C(C=NC2=C(C(=CC=C12)OC)OCCCCC)NC(=O)O (4-chloro-7-methoxy-8-pentyloxyquinoline-3-carbamic acid). Isolated yield 80.5%. Reaction SMILES: [Cl:1][C:2]1[C:11]2[C:6](=[C:7]([O:14][CH2:15][CH2:16][CH2:17][CH2:18][CH3:19])[C:8]([O:12][CH3:13])=[CH:9][CH:10]=2)[N:5]=[CH:4][C:3]=1[NH:20][C:21]([O:23]CC)=[O:22].[OH-].[Na+]>C(O)C>[Cl:1][C:2]1[C:11]2[C:6](=[C:7]([O:14][CH2:15][CH2:16][CH2:17][CH2:18][CH3:19])[C:8]([O:12][CH3:13])=[CH:9][CH:10]=2)[N:5]=[CH:4][C:3]=1[NH:20][C:21]([OH:23])=[O:22] |f:1.2|. Procedure details: Ethyl 4-chloro-7-methoxy-8-pentyloxyquinoline-3-carbamate (311 mg, 0.84 mmol), ethanol (3 ml) and a 1N aqueous sodium hydroxide solution (3 ml) were mixed, and this solution was refluxed under heating for 0.5 hour. Ethanol was evaporated under reduced pressure, and conc. hydrochloric acid was added to make the reaction mixture acidic. THF (10 ml) and ethyl acetate (10 ml) were added to dissolve the precipitated crystals. The organic layer was separated, washed 3 times with saturated brine (10 ml... Starting materials: ClC=1C=CC(=NC1)C(=O)OCC (ethyl 5-chloropyridin-2-carboxylate). Solvent: Cl (hydrochloric acid). Reaction conditions: temperature 70 celsius, time 2 hour. Product: Cl.ClC=1C=CC(=NC1)C(=O)O (5-chloropyridin-2-carboxylic acid hydrochloride). As a reaction SMILES: [Cl:1][C:2]1[CH:3]=[CH:4][C:5]([C:8]([O:10]CC)=[O:9])=[N:6][CH:7]=1>Cl>[ClH:1].[Cl:1][C:2]1[CH:3]=[CH:4][C:5]([C:8]([OH:10])=[O:9])=[N:6][CH:7]=1 |f:2.3|. Reported procedure: 250 mg (1.35 mmol) of ethyl 5-chloropyridin-2-carboxylate was dissolved in 6 N hydrochloric acid, and the obtained solution was stirred at 70° C. for 2 hours. The solvent was evaporated to obtain the crude product.